From a dataset of the Open Reaction Database (ORD), a public repository of structured organic reaction records. describe an organic reaction: reactants, conditions, products, and yield Reactants: O=C1NC(C2=CC=CC=C12)CC(=O)O (2,3-dihydro-3-oxo-1H-isoindole-1-acetic acid), C1(=CC=C(C=C1)S(=O)(=O)O)C (p-toluenesulfonic acid). The solvent is CO (methanol). Reaction conditions: time 3.5 hour. Yields the product O=C1NC(C2=CC=CC=C12)CC(=O)OC (methyl 2,3-dihydro-3-oxo-1H-isoindole-1-acetate). RXN SMILES: [O:1]=[C:2]1[C:10]2[C:5](=[CH:6][CH:7]=[CH:8][CH:9]=2)[CH:4]([CH2:11][C:12]([OH:14])=[O:13])[NH:3]1.[C:15]1(C)C=CC(S(O)(=O)=O)=CC=1>CO>[O:1]=[C:2]1[C:10]2[C:5](=[CH:6][CH:7]=[CH:8][CH:9]=2)[CH:4]([CH2:11][C:12]([O:14][CH3:15])=[O:13])[NH:3]1. Reported procedure: A solution of 2,3-dihydro-3-oxo-1H-isoindole-1-acetic acid (described by F. M. Rowe et al., supra, 130 g, 0.682 mol) in methanol (1300 ml) containing 6.5 g of p-toluenesulfonic acid is refluxed with stirring for 3.5 hr. Most of the methanol is evaporated and the residue is dissolved in chloroform. The solution is washed with 5% aqueous sodium bicarbonate and water, dried and evaporated. The residue (125 g) is crystallized from isopropanol to give methyl 2,3-dihydro-3-oxo-1H-isoindole-1-acetate, ... Reported procedure: To 4-chloro-3-(4-cyano-6-trifluoromethyl-pyridin-3-yl)-N-(2-hydroxy-phenyl)-N-methyl-benzamide (50 mg, 0.12 mmol) dissolved in DMF (500 μL), methanesulfonic acid 2-(pyridin-2-yloxy)-ethyl ester (30 mg, 0.14 mmol) and K2CO3 (50 mg, 0.36 mmol) were added. The mixture was stirred at rt overnight then heated at 40° C. for 1 h. After filtration and dilution with MeOH the mixture was purified by prep HPLC yielding 4-chloro-3-(4-cyano-6-trifluoromethyl-pyridin-3-yl)-N-methyl-N-{2-[2-(pyridin-2-yloxy)-e... As a reaction SMILES: [Cl:1][C:2]1[CH:18]=[CH:17][C:5]([C:6]([N:8]([C:10]2[CH:15]=[CH:14][CH:13]=[CH:12][C:11]=2[OH:16])[CH3:9])=[O:7])=[CH:4][C:3]=1[C:19]1[CH:20]=[N:21][C:22]([C:27]([F:30])([F:29])[F:28])=[CH:23][C:24]=1[C:25]#[N:26].[N:31]1[CH:36]=[CH:35][CH:34]=[CH:33][C:32]=1[O:37][CH2:38][CH2:39]OS(C)(=O)=O.C([O-])([O-])=O.[K+].[K+]>CN(C=O)C>[Cl:1][C:2]1[CH:18]=[CH:17][C:5]([C:6]([N:8]([CH3:9])[C:10]2[CH:15]=[CH:14][CH:13]=[CH:12][C:11]=2[O:16][CH2:39][CH2:38][O:37][C:32]2[CH:33]=[CH:34][CH:35]=[CH:36][N:31]=2)=[O:7])=[CH:4][C:3]=1[C:19]1[CH:20]=[N:21][C:22]([C:27]([F:30])([F:28])[F:29])=[CH:23][C:24]=1[C:25]#[N:26] |f:2.3.4|. The product is ClC1=C(C=C(C(=O)N(C2=C(C=CC=C2)OCCOC2=NC=CC=C2)C)C=C1)C=1C=NC(=CC1C#N)C(F)(F)F (4-chloro-3-(4-cyano-6-trifluoromethyl-pyridin-3-yl)-N-methyl-N-{2-[2-(pyridin-2-yloxy)-ethoxy]-phenyl}-benzamide). Run in CN(C)C=O (DMF). Reaction conditions: time 8 hour. Starting materials: N1=C(C=CC=C1)OCCOS(=O)(=O)C (methanesulfonic acid 2-(pyridin-2-yloxy)-ethyl ester), C(=O)([O-])[O-].[K+].[K+] (K2CO3), ClC1=C(C=C(C(=O)N(C)C2=C(C=CC=C2)O)C=C1)C=1C=NC(=CC1C#N)C(F)(F)F (4-chloro-3-(4-cyano-6-trifluoromethyl-pyridin-3-yl)-N-(2-hydroxy-phenyl)-N-methyl-benzamide).